From a dataset of the Open Reaction Database (ORD), a public repository of structured organic reaction records. describe an organic reaction: reactants, conditions, products, and yield Starting materials: N1=CNC2=C1C=CC(=C2)C(=O)NN (benzimidazol-5-carbohydrazide), O=P(Cl)(Cl)Cl (POCl3), TEA, COC=1C=C(C=CC1OC)CCC(=O)Cl (3,4-dimethoxyphenylpropionylchloride). Product: COC=1C=C(CCC2=NN=C(O2)C2=CC3=C(NC=N3)C=C2)C=CC1OC (5-(5-(3,4-Dimethoxyphenethyl)-1,3,4-oxadiazol-2-yl)-1H-benzo[d]imidazole). RXN SMILES: [N:1]1[C:5]2[CH:6]=[CH:7][C:8]([C:10]([NH:12][NH2:13])=[O:11])=[CH:9][C:4]=2[NH:3][CH:2]=1.[CH3:14][O:15][C:16]1[CH:17]=[C:18]([CH2:24][CH2:25][C:26](Cl)=O)[CH:19]=[CH:20][C:21]=1[O:22][CH3:23].O=P(Cl)(Cl)Cl>>[CH3:14][O:15][C:16]1[CH:17]=[C:18]([CH:19]=[CH:20][C:21]=1[O:22][CH3:23])[CH2:24][CH2:25][C:26]1[O:11][C:10]([C:8]2[CH:7]=[CH:6][C:5]3[NH:1][CH:2]=[N:3][C:4]=3[CH:9]=2)=[N:12][N:13]=1. Procedure: The compound was synthesized starting from benzimidazol-5-carbohydrazide (176 mg, 1 mmol), TEA (0.153 ml; 1.1 mmol), 3,4-dimethoxyphenylpropionylchloride (228 mg, 1.1 mmol) and POCl3 (0.5 ml; 5.5 mmol) as described in method 1; yield: 0.019 mg (5.4%); MS m/z: 351.3 [M+H]+; 1H-NMR (DMSO d6, 400 MHz): δ 3.04 (t, 2H, 3J=7.5 Hz); 3.23 (t, 2H, 3J=7.5 Hz); 3.69 (s, 6H); 6.78 (dd, 1H, 4J=1.7 Hz, 3J=8.3 Hz); 6.84 (d, 1H, 3J=8.3 Hz); 6.90 (d, 1H, 4J=1.7 Hz); 7.76 (d, 1H, 3J=8.3 Hz); 7.83 (dd, 1H, 4J=1.7 ... Reaction SMILES: [O:1]=[C:2]([CH3:34])[CH2:3][O:4][C:5]1[CH:6]=[C:7]([CH:31]=[CH:32][CH:33]=1)[C:8]([NH:10][C:11]12[CH2:20][CH:15]3[CH2:16][CH:17]([CH2:19][C:13]([NH:21][C:22]([C:24]4[CH:29]=[N:28][CH:27]=[C:26]([CH3:30])[N:25]=4)=[O:23])([CH2:14]3)[CH2:12]1)[CH2:18]2)=[O:9].[CH3:35][Mg+].[Br-]>C1COCC1.CCOCC>[OH:1][C:2]([CH3:35])([CH3:34])[CH2:3][O:4][C:5]1[CH:6]=[C:7]([CH:31]=[CH:32][CH:33]=1)[C:8]([NH:10][C:11]12[CH2:18][CH:17]3[CH2:16][CH:15]([CH2:14][C:13]([NH:21][C:22]([C:24]4[CH:29]=[N:28][CH:27]=[C:26]([CH3:30])[N:25]=4)=[O:23])([CH2:19]3)[CH2:12]1)[CH2:20]2)=[O:9] |f:1.2|. Product: OC(COC=1C=C(C(=O)NC23CC4(CC(CC(C2)C4)C3)NC(=O)C3=NC(=CN=C3)C)C=CC1)(C)C (6-methyl-pyrazine-2-carboxylic acid {3-[3-(2-hydroxy-2-methylpropoxy)-benzoylamino]-adamantan-1-yl}-amide). Starting materials: O=C(COC=1C=C(C(=O)NC23CC4(CC(CC(C2)C4)C3)NC(=O)C3=NC(=CN=C3)C)C=CC1)C (6-methyl-pyrazine-2-carboxylic acid {3-[3-(2-oxo-propoxy)-benzoyl-amino]-adamantan-1-yl}-amide), C[Mg+].[Br-] (MeMgBr). The solvent is C1CCOC1 (THF), CCOCC (ether). Procedure: Reaction of 6-methyl-pyrazine-2-carboxylic acid {3-[3-(2-oxo-propoxy)-benzoyl-amino]-adamantan-1-yl}-amide with MeMgBr in THF or ether at 0° C. could yield the title compound, 6-methyl-pyrazine-2-carboxylic acid {3-[3-(2-hydroxy-2-methylpropoxy)-benzoylamino]-adamantan-1-yl}-amide. Reactants: C1(=CC=CC=C1)CCCCCC(=O)O (6-Phenylhexanoic acid), C1=CN(C=N1)C(=O)N2C=CN=C2 (CDI), [N+](=O)([O-])CCCCCC (nitrohexane), C1CCC2=NCCCN2CC1 (DBU). Product: [N+](=O)([O-])C(C(CCCCCC1=CC=CC=C1)=O)CCCCC (7-nitro-1-phenyldodecan-6-one). As a reaction SMILES: [C:1]1([CH2:7][CH2:8][CH2:9][CH2:10][CH2:11][C:12]([OH:14])=O)[CH:6]=[CH:5][CH:4]=[CH:3][CH:2]=1.C1N=CN(C(N2C=NC=C2)=O)C=1.[N+:27]([CH2:30][CH2:31][CH2:32][CH2:33][CH2:34][CH3:35])([O-:29])=[O:28].C1CCN2C(=NCCC2)CC1>>[N+:27]([CH:30]([CH2:31][CH2:32][CH2:33][CH2:34][CH3:35])[C:12](=[O:14])[CH2:11][CH2:10][CH2:9][CH2:8][CH2:7][C:1]1[CH:2]=[CH:3][CH:4]=[CH:5][CH:6]=1)([O-:29])=[O:28]. Procedure: 6-Phenylhexanoic acid (0.150 g, 0.78 mmol) and CDI (0.253 g, 1.56 mmol) were added together and then reacted with nitrohexane (0.153 g, 1.17 mmol) and DBU (0.297 g, 1.95 mmol) according to the general procedure. Purification by column chromatography gave 0.090 g (38%) as a yellow oil: 1H NMR (400 MHz, CDCl3) δ 7.28 (m, 2H), 7.17 (m, 3H), 5.11 (dd, J=4.8, 10.4 Hz, 1H), 2.61 (m, 4H), 1.63 (m, 6H), 1.33 (m, 8H) 0.90 (t, J=6.8 Hz, 3H) ppm; 13C NMR (100 MHz, CDCl3) δ 199.5, 142.5, 128.6, 128.5, 126.0... The reactants are COC(=O)C=1NC(C2=CC=C(C=C2C1C1=CC=CC=C1)Br)=O (6-Bromo-1-oxo-4-phenyl-1,2-dihydroisoquinoline-3-carboxylic acid methyl ester), FC1=C(CBr)C=CC=C1 (2-fluorobenzylbromide), C(C)(C)(C)N=P1(N(CCCN1C)C)N(CC)CC (2-tert-butylimino-2-diethylamino-1,3-dimethyl-perhydro-1,3,2-diazaphosphorine). Run in CN(C=O)C (dimethylformamide). Conditions: time 15 hour. Yields the product COC(=O)C=1N(C(C2=CC=C(C=C2C1C1=CC=CC=C1)Br)=O)CC1=C(C=CC=C1)F (6-bromo-2-(2-fluorobenzyl)-1-oxo-4-phenyl-1,2-dihydroisoquinoline-3-carboxylic acid methyl ester). Yield: 15.6%. Reaction SMILES: [CH3:1][O:2][C:3]([C:5]1[NH:6][C:7](=[O:22])[C:8]2[C:13]([C:14]=1[C:15]1[CH:20]=[CH:19][CH:18]=[CH:17][CH:16]=1)=[CH:12][C:11]([Br:21])=[CH:10][CH:9]=2)=[O:4].[F:23][C:24]1[CH:31]=[CH:30][CH:29]=[CH:28][C:25]=1[CH2:26]Br.C(N=P1(N(CC)CC)N(C)CCCN1C)(C)(C)C>CN(C)C=O>[CH3:1][O:2][C:3]([C:5]1[N:6]([CH2:26][C:25]2[CH:28]=[CH:29][CH:30]=[CH:31][C:24]=2[F:23])[C:7](=[O:22])[C:8]2[C:13]([C:14]=1[C:15]1[CH:20]=[CH:19][CH:18]=[CH:17][CH:16]=1)=[CH:12][C:11]([Br:21])=[CH:10][CH:9]=2)=[O:4]. Procedure: 6-Bromo-1-oxo-4-phenyl-1,2-dihydroisoquinoline-3-carboxylic acid methyl ester (54 mg), 2-fluorobenzylbromide (34 mg) and 2-tert-butylimino-2-diethylamino-1,3-dimethyl-perhydro-1,3,2-diazaphosphorine resin (2.2 mmol/g, 110 mg) were suspended in dimethylformamide (2 ml), and the suspension was shaken at room temperature for 15 hr. using a shaking machine. After filtration, the solvent was evaporated under reduced pressure, and the obtained residue was purified by preparative HPLC to give the title... The reactants are O=C[C@H](O)[C@@H](O)[C@H](O)[C@H](O)CO (glucose), [K] (potassium), O.O.O.O.O.O.O.S(=O)(=O)([O-])[O-].[Mg+2] (magnesium sulfate heptahydrate), S(=O)(=O)([O-])[O-].[NH4+].[NH4+] (ammonium sulfate), OC(=O)CCCC[C@@H]1SC[C@@H]2NC(=O)N[C@H]12 (biotin), CC1=C(SC=[N+]1CC2=CN=C(N=C2N)C)CCO.Cl.[Cl-] (vitamin B1 hydrochloride). Reagents/catalysts: [Fe] (iron), [Mn] (manganese). The product is N[C@@H](CCCCN)C(=O)O (Lys). Reaction SMILES: O=C[C@@H]([C@H]([C@@H]([C@@H](CO)O)O)O)O.[K].O.O.O.O.O.O.O.S([O-])([O-])(=O)=O.[Mg+2].S([O-])([O-])(=O)=O.[NH4+:32].[NH4+:33].[OH:34][C:35]([CH2:37][CH2:38][CH2:39][CH2:40][C@H:41]1[C@@H]2[C@@H](NC(N2)=O)CS1)=[O:36].CC1[N+](CC2C(N)=NC(C)=NC=2)=CSC=1CCO.Cl.[Cl-]>[Fe].[Mn]>[NH2:32][C@H:37]([C:35]([OH:34])=[O:36])[CH2:38][CH2:39][CH2:40][CH2:41][NH2:33] |f:2.3.4.5.6.7.8.9.10,11.12.13,15.16.17,^1:12|. Procedure: An aqueous solution medium containing 15% of glucose, 0.1% of potassium primary phosphate (KH2PO4), 0.04% of magnesium sulfate heptahydrate, 2% of ammonium sulfate, 100 μg/l of biotin, 200 μg/l of vitamin B1 hydrochloride, 2 ppm each of iron ions and manganese ions and 1% of "AJI-EKI", pH 7.0, was separately charged in a small glass jar fermenters in an amount of 300 ml each. After sterilization, Lys-producing Brevibacterium flavum (ATCC 21127), which had been previously grown in a bouillon slan...